This data is from the Open Reaction Database (ORD), a public repository of structured organic reaction records. The task is: describe an organic reaction: reactants, conditions, products, and yield Reported procedure: 1,2β-methylen-6-methylenandrost-4-ene-3,17-dione (3.104 g, 10 mmol) is dissolved in 120 ml of methanol and cooled to 0° C. Thereupon ice cold 36% H2O2 (10 ml) and 2% NaOH (5 ml) is added gradually, the reaction mixture kept for about 20 hours at 5° C. and then poured into 900 ml of ice water. The raw product is filtered off, washed with water, dried and then chromatographed on silica gel using CHCl3 as eluant. Thus pure title compound is obtained in 60% yield (1.959 g). Reactants: ice water, ice, [OH-].[Na+] (NaOH), C1C2[C@H]1C(C=C1C(C[C@H]3[C@@H]4CCC([C@@]4(C)CC[C@@H]3[C@@]21C)=O)=C)=O (1,2β-methylen-6-methylenandrost-4-ene-3,17-dione). Reaction SMILES: [CH2:1]1[C@@H:3]2[C:4](=[O:23])[CH:5]=[C:6]3[C@:19]([CH3:20])([CH:2]12)[C@@H:18]1[C@H:9]([C@H:10]2[C@@:14]([CH2:16][CH2:17]1)([CH3:15])[C:13](=[O:21])[CH2:12][CH2:11]2)[CH2:8][C:7]3=[CH2:22].[OH-:24].[Na+]>CO>[CH2:1]1[C@@H:3]2[C:4](=[O:23])[CH:5]3[O:24][C:6]43[C@:19]([CH3:20])([CH:2]12)[C@@H:18]1[C@H:9]([C@H:10]2[C@@:14]([CH2:16][CH2:17]1)([CH3:15])[C:13](=[O:21])[CH2:12][CH2:11]2)[CH2:8][C:7]4=[CH2:22] |f:1.2|. Solvent: CO (methanol). Conditions: temperature 0 celsius, time 20 hour. Product: C1C2[C@H]1C(C1C3(C(C[C@H]4[C@@H]5CCC([C@@]5(C)CC[C@@H]4[C@@]23C)=O)=C)O1)=O (1,2β-methylen-4,5-epoxy-6-methylenandrostane-3,17-dione). Isolated yield 60.0%. Reactants: CC(C)(C)OC(=O)OC(C)(C)C, CC(=O)O, CS(=O)(=O)c1cc(C2CCNCC2)ccc1N, ClCCl, [Na+], [Na+], O=C([O-])[O-]. Yields the product CC(C)(C)OC(=O)N1CCC(c2ccc(N)c(S(C)(=O)=O)c2)CC1. RXN SMILES: [C:22]([CH3:23])([CH3:24])([CH3:25])[O:26][C:27]([O:28][C:30]([CH3:31])([CH3:32])[CH3:33])=[O:29].[CH3:18][C:19](=[O:20])[OH:21].[CH3:1][S:2](=[O:3])(=[O:4])[c:5]1[c:6]([NH2:17])[cH:7][cH:8][c:9]([CH:11]2[CH2:12][CH2:13][NH:14][CH2:15][CH2:16]2)[cH:10]1.[Cl:40][CH2:41][Cl:42].[Na+:34].[Na+:35].[O-:36][C:37](=[O:38])[O-:39]>>[CH3:1][S:2](=[O:3])(=[O:4])[c:5]1[c:6]([NH2:17])[cH:7][cH:8][c:9]([CH:11]2[CH2:12][CH2:13][N:14]([C:27]([O:26][C:22]([CH3:23])([CH3:24])[CH3:25])=[O:28])[CH2:15][CH2:16]2)[cH:10]1.